This data is from the Open Reaction Database (ORD), a public repository of structured organic reaction records. The task is: describe an organic reaction: reactants, conditions, products, and yield The reactants are [Cl-].C(C)OC(=O)COCCOCCOCC[NH3+] (2-[2-(2-ethoxycarbonylmethoxy-ethoxy)-ethoxy]-ethyl-ammonium chloride), C(C)OC(COCCOCCOCCN=[N+]=[N-])=O ({2-[2-(2-Azido-ethoxy)-ethoxy]-ethoxy}-acetic acid ethyl ester), Cl (HCl). Reagents/catalysts: [Pd] (Pd/C). Run in C(C)O (ethanol). The product is NCCOCCOCCOCC(=O)OCC (Ethyl 2-(2-(2-(2-aminoethoxy)ethoxy)ethoxy)acetate). As a reaction SMILES: [CH2:1]([O:3][C:4](=[O:18])[CH2:5][O:6][CH2:7][CH2:8][O:9][CH2:10][CH2:11][O:12][CH2:13][CH2:14][N:15]=[N+]=[N-])[CH3:2].Cl.[Cl-].C(OC(COCCOCCOCC[NH3+])=O)C>C(O)C.[Pd]>[NH2:15][CH2:14][CH2:13][O:12][CH2:11][CH2:10][O:9][CH2:8][CH2:7][O:6][CH2:5][C:4]([O:3][CH2:1][CH3:2])=[O:18] |f:2.3|. Procedure details: To a solution of {2-[2-(2-Azido-ethoxy)-ethoxy]-ethoxy}-acetic acid ethyl ester (0.30 g, 1.15 mmol, 1 eq) in ethanol (7 mL) was added 1M HCl (2.30 mL, 2.30 mmol, 2 eq) and 30.0 mg of Pd/C (10%). The flask was then evacuated and filled with H2. The mixture was stirred under H2 atmosphere at room temperature until the starting material disappeared on the TLC plate and in mass spectra. The solution was filtered through celite and concentrated in vacuo to give a pale yellow syrup. The obtained 2-[2-... Reactants: O=C([O-])[O-], CN(C)C=O, NS(=O)(=O)c1ccccc1Cl, Clc1nc2ccccc2nc1Cl, Cl, [K+], [K+], O. Product: O=S(=O)(Nc1nc2ccccc2nc1Cl)c1ccccc1Cl. Reaction SMILES: [C:1](=[O:2])([O-:3])[O-:4].[CH3:32][N:33]([CH3:34])[CH:35]=[O:36].[Cl:19][c:20]1[c:21]([S:26](=[O:27])(=[O:28])[NH2:29])[cH:22][cH:23][cH:24][cH:25]1.[Cl:7][c:8]1[n:9][c:10]2[cH:11][cH:12][cH:13][cH:14][c:15]2[n:16][c:17]1[Cl:18].[ClH:30].[K+:5].[K+:6].[OH2:31]>>[c:8]1([NH:29][S:26]([c:21]2[c:20]([Cl:19])[cH:25][cH:24][cH:23][cH:22]2)(=[O:27])=[O:28])[n:9][c:10]2[cH:11][cH:12][cH:13][cH:14][c:15]2[n:16][c:17]1[Cl:18]. Reactants: O=C([O-])O, O=C(Cl)CCl, Cl, Cl, CNCC(N)=O, [Na+], O, c1ccccc1. Product: CN(CC(N)=O)C(=O)CCl. As a reaction SMILES: [C:13](=[O:14])([OH:15])[O-:16].[Cl:1][CH2:2][C:3](=[O:4])[Cl:5].[ClH:18].[ClH:6].[NH:7]([CH3:8])[CH2:9][C:10](=[O:11])[NH2:12].[Na+:17].[OH2:25].[cH:19]1[cH:20][cH:21][cH:22][cH:23][cH:24]1>>[Cl:1][CH2:2][C:3](=[O:4])[N:7]([CH3:8])[CH2:9][C:10](=[O:11])[NH2:12]. Starting materials: N1(CCCC1)CC1N(CCCC1)CC#N (2-[2-[(pyrrolidin-1-yl)methyl]-piperidin-1-yl]acetonitrile), N1(CCCC1)CC1N(CCCC1)CCN (2-[2-[(pyrrolidin-1-yl)methyl]-piperidin-1-yl]ethanamine). Product: C(C)N(CC)CC1N(CCCC1)CCN (2-[2-[(Diethylamino)methyl]-piperidin-1-yl]ethanamine). Reaction SMILES: [N:1]1([CH2:6][CH:7]2[CH2:12][CH2:11][CH2:10][CH2:9][N:8]2[CH2:13][C:14]#[N:15])[CH2:5][CH2:4][CH2:3][CH2:2]1.N1(CC2CCCCN2CCN)CCCC1>>[CH2:2]([N:1]([CH2:6][CH:7]1[CH2:12][CH2:11][CH2:10][CH2:9][N:8]1[CH2:13][CH2:14][NH2:15])[CH2:5][CH3:4])[CH3:3]. Procedure: from 2-[2-[(pyrrolidin-1-yl)methyl]-piperidin-1-yl]acetonitrile in a yield of 64% of theory, 2-[2-[(pyrrolidin-1-yl)methyl]-piperidin-1-yl]ethanamine, B.p.20 mm Hg 156°-158° C.; The reactants are C(C)(C)(C)OC(NCCN1C(C2=CC=CC=C2C(C1C1=C(C=C(C=C1)Cl)Cl)C(NCCC1=CC=CC=C1)=O)=O)=O (tert-butyl{2-[3-(2,4-dichlorophenyl)-1-oxo-4-[(2-phenylethyl)carbamoyl]-3,4-dihydroisoquinolin-2(1H)-yl]ethyl}carbamate), Cl.C(C)(=O)OCC (hydrogen chloride ethyl acetate). Run at time 2 hour. The product is NCCN1C(C2=CC=CC=C2C(C1C1=C(C=C(C=C1)Cl)Cl)C(=O)NCCC1=CC=CC=C1)=O (2-(2-aminoethyl)-3-(2,4-dichlorophenyl)-1-oxo-N-(2-phenylethyl)-1,2,3,4-tetrahydroisoquinoline-4-carboxamide). The yield is 56.5%. RXN SMILES: C(OC(=O)[NH:7][CH2:8][CH2:9][N:10]1[CH:19]([C:20]2[CH:25]=[CH:24][C:23]([Cl:26])=[CH:22][C:21]=2[Cl:27])[CH:18]([C:28](=[O:38])[NH:29][CH2:30][CH2:31][C:32]2[CH:37]=[CH:36][CH:35]=[CH:34][CH:33]=2)[C:17]2[C:12](=[CH:13][CH:14]=[CH:15][CH:16]=2)[C:11]1=[O:39])(C)(C)C.Cl.C(OCC)(=O)C>>[NH2:7][CH2:8][CH2:9][N:10]1[CH:19]([C:20]2[CH:25]=[CH:24][C:23]([Cl:26])=[CH:22][C:21]=2[Cl:27])[CH:18]([C:28]([NH:29][CH2:30][CH2:31][C:32]2[CH:37]=[CH:36][CH:35]=[CH:34][CH:33]=2)=[O:38])[C:17]2[C:12](=[CH:13][CH:14]=[CH:15][CH:16]=2)[C:11]1=[O:39] |f:1.2|. Procedure details: To 410 mg of tert-butyl{2-[3-(2,4-dichlorophenyl)-1-oxo-4-[(2-phenylethyl)carbamoyl]-3,4-dihydroisoquinolin-2(1H)-yl]ethyl}carbamate was added 4 ml of a 4 M hydrogen chloride/ethyl acetate solution, followed by stirring at room temperature for 2 hours. The solvent was evaporated under reduced pressure, and chloroform and a 1 M aqueous sodium hydroxide solution were then added to carry out a liquid separation operation. The organic layer was washed with a saturated aqueous sodium chloride solutio... Reactants: BrC1=CC(=C(CN)C=C1)F (4-bromo-2-fluorobenzylamine), C(=O)(Cl)Cl (Phosgene), Cl (hydrochloric acid), Cl.BrC1=CC(=C(CN)C=C1)F (4-bromo-2-fluorobenzylamine hydrochloride). Run in C1(=CC=CC=C1)C (toluene). Conditions: temperature 100 celsius, time 1 hour. The product is BrC1=CC(=C(CN=C=O)C=C1)F (4-bromo-2-fluorobenzyl isocyanate). Isolated yield 92.1%. Reaction SMILES: [Br:1][C:2]1[CH:9]=[CH:8][C:5]([CH2:6][NH2:7])=[C:4]([F:10])[CH:3]=1.Cl.Cl.BrC1C=CC(CN)=C(F)C=1.[C:23](Cl)(Cl)=[O:24]>C1(C)C=CC=CC=1>[Br:1][C:2]1[CH:9]=[CH:8][C:5]([CH2:6][N:7]=[C:23]=[O:24])=[C:4]([F:10])[CH:3]=1 |f:2.3|. Procedure details: A solution of 4-bromo-2-fluorobenzylamine (20.4 g, 0.10 mol) in toluene (300 ml) is saturated with gaseous hydrochloric acid at 25° C. The resulting suspension of the 4-bromo-2-fluorobenzylamine hydrochloride is heated at 100° C. Phosgene is passed in at this temperature. Stirring of the solution, which has eventually become clear, is continued at 100° C. for 1 hour, and the mixture is then refluxed to remove the gases phosgene and hydrogen chloride. The batch is worked up by distillation. 21.2 ...